Task: describe an organic reaction: reactants, conditions, products, and yield. Dataset: the Open Reaction Database (ORD), a public repository of structured organic reaction records Starting materials: C1(CC1)N1C=C(C(C2=CC(=C(C(=C12)F)N1CC(C1)O)F)=O)C(=O)OCC (ethyl 1-cyclopropyl-6,8-difluoro-7-(3-hydroxy-1-azetidinyl)-1,4-dihydro-4-oxo-3-quinolinecarboxylate), C(C)O (ethanol), [OH-].[Na+] (sodium hydroxide). Run in O (water). Yields the product C1(CC1)N1C=C(C(C2=CC(=C(C(=C12)F)N1CC(C1)O)F)=O)C(=O)O (1-cyclopropyl-6,8-difluoro-7-(3-hydroxy-1-azetidinyl)-1,4-dihydro-4-oxo-3-quinolinecarboxylic acid). Isolated yield 100.0%. RXN SMILES: [CH:1]1([N:4]2[C:13]3[C:8](=[CH:9][C:10]([F:20])=[C:11]([N:15]4[CH2:18][CH:17]([OH:19])[CH2:16]4)[C:12]=3[F:14])[C:7](=[O:21])[C:6]([C:22]([O:24]CC)=[O:23])=[CH:5]2)[CH2:3][CH2:2]1.C(O)C.[OH-].[Na+]>O>[CH:1]1([N:4]2[C:13]3[C:8](=[CH:9][C:10]([F:20])=[C:11]([N:15]4[CH2:16][CH:17]([OH:19])[CH2:18]4)[C:12]=3[F:14])[C:7](=[O:21])[C:6]([C:22]([OH:24])=[O:23])=[CH:5]2)[CH2:2][CH2:3]1 |f:2.3|. Procedure details: A solution of 0.4 g (1.10 mmoles) of ethyl 1-cyclopropyl-6,8-difluoro-7-(3-hydroxy-1-azetidinyl)-1,4-dihydro-4-oxo-3-quinolinecarboxylate, 2 ml of ethanol and 10 ml of 0.5N sodium hydroxide is left to reflux for 1.5 hours. It is then allowed to cool, diluted with water, adjusted to pH 5 and a precipitate is obtained which is filtered and washed with water. The solid is dried under vacuum yielding 0.37 g (100%) of 1-cyclopropyl-6,8-difluoro-7-(3-hydroxy-1-azetidinyl)-1,4-dihydro-4-oxo-3-quinoline... The reactants are N12C3CN(CC3CC2CSC1)C(=O)OCC (ethyl 10-thia-1,4-diazatricyclo[6.3.0.02,6 ]undecane-4-carboxylate), Ba(OH)2, C([O-])([O-])=O.[K+].[K+] (Potassium carbonate). The solvent is O (water). The product is CCCCCCCCCCC (undecane). As a reaction SMILES: N12CS[CH2:9][CH:8]1[CH2:7][CH:6]1[CH:2]2[CH2:3]N(C(OCC)=O)C1.C(=O)([O-])[O-].[K+].[K+]>O>[CH3:3][CH2:2][CH2:6][CH2:7][CH2:8][CH2:9][CH2:8][CH2:7][CH2:6][CH2:2][CH3:3] |f:1.2.3|. Reported procedure: 12.5 g (50 mmol) of ethyl 10-thia-1,4-diazatricyclo[6.3.0.02,6 ]undecane-4-carboxylate together with 32 g of Ba(OH)2 ×8H2O are refluxed overnight in 225 ml of water. Potassium carbonate is added, barium carbonate is filtered off with suction, and the filtrate is extracted ten times using 100 ml portions of chloroform. The extracts are dried over potassium carbonate, concentrated and distilled. The reactants are COC=1C=C(C(C(=O)O)=CC1OC)N (4,5-dimethoxyanthranilic acid), C(C=1C(N)=CC=CC1)(=O)O (anthranilic acid). The product is C(=O)(O)C1=C(C=C(C(=C1)OC)OC)NC1C(=O)OCC1 (α-[(2-carboxy-4,5-dimethoxyphenyl)-amino]-γ-butyrolactone). Reaction SMILES: [CH3:1][O:2][C:3]1[CH:4]=[C:5]([NH2:14])[C:6](=[CH:10][C:11]=1[O:12][CH3:13])[C:7]([OH:9])=[O:8].[C:15]([OH:24])(=[O:23])[C:16]1C(=CC=[CH:21][CH:22]=1)N>>[C:7]([C:6]1[CH:10]=[C:11]([O:12][CH3:13])[C:3]([O:2][CH3:1])=[CH:4][C:5]=1[NH:14][CH:16]1[CH2:22][CH2:21][O:24][C:15]1=[O:23])([OH:9])=[O:8]. Procedure: In the method of the Reference Example 1, 4,5-dimethoxyanthranilic acid was reacted in the place of anthranilic acid to obtain α-[(2-carboxy-4,5-dimethoxyphenyl)-amino]-γ-butyrolactone, melting point: 214° C.(decomp.). Reactants: OC1=CC=C(C(=O)OC)C=C1 (methyl 4-hydroxybenzoate), C([O-])([O-])=O.[Cs+].[Cs+] (cesium carbonate), Cl.ClCCN1CCCC1 (1-(2-chloroethyl)pyrrolidine hydrochloride), O (water). Run in CN(C)C=O (DMF). Conditions: temperature 80 celsius. Product: N1(CCCC1)CCOC1=CC=C(C(=O)OC)C=C1 (Methyl 4-[2-(1-Pyrrolidinyl)ethoxy]benzoate). The yield is 70.9%. RXN SMILES: [OH:1][C:2]1[CH:11]=[CH:10][C:5]([C:6]([O:8][CH3:9])=[O:7])=[CH:4][CH:3]=1.C(=O)([O-])[O-].[Cs+].[Cs+].Cl.Cl[CH2:20][CH2:21][N:22]1[CH2:26][CH2:25][CH2:24][CH2:23]1.O>CN(C=O)C>[N:22]1([CH2:21][CH2:20][O:1][C:2]2[CH:3]=[CH:4][C:5]([C:6]([O:8][CH3:9])=[O:7])=[CH:10][CH:11]=2)[CH2:26][CH2:25][CH2:24][CH2:23]1 |f:1.2.3,4.5|. Procedure: To a solution of methyl 4-hydroxybenzoate (4.56 g, 30 mmol) in dry DMF (60 mL) was added cesium carbonate (31.3 g, 96 mmol, 3.2 eq.) and 1-(2-chloroethyl)pyrrolidine hydrochloride (8.1 g, 48 mmol, 1.6 eq.). The reaction was heated at 80° C. for 20 h. The reaction mixture was cooled to ambient temperature then water (240 mL) was added. The mixture was partitioned with ethyl acetate (250 mL). The aqueous layer was extracted with ethyl acetate (50 mL). The combined extracts were washed with water (...